This data is from the Open Reaction Database (ORD), a public repository of structured organic reaction records. The task is: describe an organic reaction: reactants, conditions, products, and yield Starting materials: C(=O)O (HCOOH), [N+](=O)([O-])C=1C=C(C=O)C=CC1N (3-nitro-4-aminobenzaldehyde), C(C)(=O)OC(C)=O (acetic anhydride). Solvent: O (H2O). The product is [N+](=O)([O-])C=1C=C(C=O)C=CC1NC=O (3-nitro-4-formamidobenzaldehyde). Yield: 79.7%. RXN SMILES: [CH:1]([OH:3])=O.[N+:4]([C:7]1[CH:8]=[C:9]([CH:12]=[CH:13][C:14]=1[NH2:15])[CH:10]=[O:11])([O-:6])=[O:5].C(OC(=O)C)(=O)C>O>[N+:4]([C:7]1[CH:8]=[C:9]([CH:12]=[CH:13][C:14]=1[NH:15][CH:1]=[O:3])[CH:10]=[O:11])([O-:6])=[O:5]. Procedure: To 56.6 ml (1.50 mol) of HCOOH was added 24.9 g (150 mmol) of 3-nitro-4-aminobenzaldehyde. The solution was heated to reflux, 28.4 ml (300 mmol) of acetic anhydride was added dropwise and the solution was refluxed for 30 minutes. The resulting suspension was cooled and poured into 400 ml of cold H2O with rapid stirring. The product was filtered, air dried, and recrystallized from isopropanol to yield 23.2 g (80%) of 3-nitro-4-formamidobenzaldehyde as a bright yellow powder: melting point=183°-19... Reactants: ClC1=CC=C(C=C1)NC(=NC#N)N[C@H]1[C@@H](C(OC2=C1C=C(C=C2)P(OC)(=O)C2=CC=CC=C2)(C)C)O ((3S-trans)-[4-[[[(4-Chlorophenyl)amino](cyanoimino)methyl]amino]-3,4-dihydro-3-hydroxy-2,2-dimethyl-2H-1-benzopyran-6-yl]phenylphosphinic acid, methyl ester), N[C@H]1[C@@H](C(OC2=C1C=C(C=C2)P(OC)(=O)C2=CC=CC=C2)(C)C)O ((3S-trans)-(4-Amino-3,4-dihydro-3-hydroxy-2,2-dimethyl-2H-1-benzopyran-6-yl)phenylphosphinic acid, methyl ester), compound, CN(C)C=O (DMF), third. Run in C(C)(=O)OCC (ethyl acetate). Run at time 6 hour. The product is O[C@@H]1C(OC2=C([C@H]1NC(=O)NC1=NC=CC=C1)C=C(C=C2)P(OC)(=O)C2=CC=CC=C2)(C)C ((3S-trans)-[3,4-Dihydro-3-hydroxy-2,2-dimethyl-4-[[(2-pyridinylamino)carbonyl]amino]-2H-benzopyran-6-yl]-phenylphosphinic acid, methyl ester), white foam. Isolated yield 32.0%. RXN SMILES: ClC1C=CC(N[C:9]([NH:13][C@@H:14]2[C:19]3[CH:20]=[C:21]([P:24]([C:28]4[CH:33]=[CH:32][CH:31]=[CH:30][CH:29]=4)(=[O:27])[O:25][CH3:26])[CH:22]=[CH:23][C:18]=3[O:17][C:16]([CH3:35])([CH3:34])[C@H:15]2[OH:36])=[N:10][C:11]#[N:12])=CC=1.N[C@@H:38]1[C:43]2C=C(P(C3C=CC=CC=3)(=O)OC)C=CC=2O[C:40](C)(C)[C@H:39]1O.CN(C=[O:65])C>C(OCC)(=O)C>[OH:36][C@H:15]1[C@H:14]([NH:13][C:9]([NH:10][C:11]2[CH:40]=[CH:39][CH:38]=[CH:43][N:12]=2)=[O:65])[C:19]2[CH:20]=[C:21]([P:24]([C:28]3[CH:33]=[CH:32][CH:31]=[CH:30][CH:29]=3)(=[O:27])[O:25][CH3:26])[CH:22]=[CH:23][C:18]=2[O:17][C:16]1([CH3:34])[CH3:35]. Reported procedure: To a solution of the title G compound of Example 1 ((3S-trans)-(4-Amino-3,4-dihydro-3-hydroxy-2,2-dimethyl-2H-1-benzopyran-6-yl)phenylphosphinic acid, methyl ester (300 mg, 0.86 mmol) in 3 mL of anhydrous DMF was added the title A compound (334 mg, 1.29 mmol) at room temperature. The reaction mixture was stirred for 6 h then a second 334 mg portion of the title A compound was added. After an additional 18 h a third 334 mg portion of the title A compound was added. The mixture was stirred for 6 h... As a reaction SMILES: [CH3:1][C@@H:2]1[N:7]([S:8]([C:11]2[CH:16]=[CH:15][C:14]([C:17]([F:20])([F:19])[F:18])=[CH:13][CH:12]=2)(=[O:10])=[O:9])[CH2:6][CH2:5][N:4](C(OC(C)(C)C)=O)[CH2:3]1.[ClH:28]>O1CCOCC1>[ClH:28].[CH3:1][C@H:2]1[CH2:3][NH:4][CH2:5][CH2:6][N:7]1[S:8]([C:11]1[CH:12]=[CH:13][C:14]([C:17]([F:20])([F:18])[F:19])=[CH:15][CH:16]=1)(=[O:10])=[O:9] |f:3.4|. Solvent: O1CCOCC1 (1,4-dioxane). Product: Cl.C[C@@H]1N(CCNC1)S(=O)(=O)C1=CC=C(C=C1)C(F)(F)F ((2S)-2-Methyl-1-{[4-(trifluoromethyl)phenyl]sulfonyl}piperazine hydrochloride). Reactants: C[C@H]1CN(CCN1S(=O)(=O)C1=CC=C(C=C1)C(F)(F)F)C(=O)OC(C)(C)C (1,1-dimethylethyl (3S)-3-methyl-4-{[4-(trifluoromethyl)phenyl]sulfonyl}-1-piperazinecarboxylate), Cl (HCl), Cl (HCl). Reported procedure: To a solution of 1,1-dimethylethyl (3S)-3-methyl-4-{[4-(trifluoromethyl)phenyl]sulfonyl}-1-piperazinecarboxylate (may be prepared as described in Description 7) (4.4 g, 10.77 mmol) in 1,4-dioxane (30 ml) was added HCl (4M in 1,4-dioxane) (5.39 ml, 21.55 mmol) and the mixture stirred at room temperature for 2 hours. A further portion of HCl (4M in 1,4-dioxane) (16.16 ml, 64.6 mmol) was then added and the mixture stirred for a further 16 hours. The volatiles were then removed in vacuo giving the t... Run at time 2 hour. Isolated yield 102.3%. Starting materials: FC(F)(F)c1ccc(-c2ncc(Br)cn2)cc1, CCCC[Sn](Cl)(CCCC)CCCC, C1CCOC1, [Li]CCCC. The product is CCCC[Sn](CCCC)(CCCC)c1cnc(-c2ccc(C(F)(F)F)cc2)nc1. As a reaction SMILES: [Br:6][c:7]1[cH:8][n:9][c:10](-[c:13]2[cH:14][cH:15][c:16]([C:19]([F:20])([F:21])[F:22])[cH:17][cH:18]2)[n:11][cH:12]1.[CH2:23]([CH2:24][CH2:25][CH3:26])[Sn:27]([CH2:28][CH2:29][CH2:30][CH3:31])([CH2:32][CH2:33][CH2:34][CH3:35])[Cl:36].[CH2:37]1[O:38][CH2:39][CH2:40][CH2:41]1.[CH3:1][CH2:2][CH2:3][CH2:4][Li:5]>>[c:7]1([Sn:27]([CH2:23][CH2:24][CH2:25][CH3:26])([CH2:28][CH2:29][CH2:30][CH3:31])[CH2:32][CH2:33][CH2:34][CH3:35])[cH:8][n:9][c:10](-[c:13]2[cH:14][cH:15][c:16]([C:19]([F:20])([F:21])[F:22])[cH:17][cH:18]2)[n:11][cH:12]1.